From a dataset of the Open Reaction Database (ORD), a public repository of structured organic reaction records. describe an organic reaction: reactants, conditions, products, and yield The reactants are [Na].S(=O)(=O)=CCC1=NC=CN=C1 (2-(2-sulfonylethyl)pyrazine sodium salt), CI (methyl iodide). Yields the product CN1CC(=NC=C1)CC=S(=O)=O (1-Methyl-3-(2-sulfonylethyl)pyrazine). RXN SMILES: [Na].[S:2](=[CH:5][CH2:6][C:7]1[CH:12]=[N:11][CH:10]=[CH:9][N:8]=1)(=[O:4])=[O:3].[CH3:13]I>>[CH3:13][N:11]1[CH:10]=[CH:9][N:8]=[C:7]([CH2:6][CH:5]=[S:2](=[O:4])=[O:3])[CH2:12]1 |f:0.1,^1:0|. Procedure: 5.0 g of 2-(2-sulfonylethyl)pyrazine sodium salt (2500) was added to a solution of 10 ml methyl iodide/50 ml methanol and the mixture refluxed for 4 days. It was then concentrated and purified by gel permeation chromatography (Biogel P-2/water). Freeze-drying gave 4.5 g of product (2600). It was recrystallized from ethanol/water, m.p. 255-60 (dec.). UV H2O max: 281 (3.87). 13C NMR: 162.99, S (C3); 150.63, D (C5); 138.51, D, 136.24, D (C2, C6); 49.66, Q (NCH3); 49.56, T (CH2SO3); 31.44, T (ArCH2)... The reactants are C1CCOC1, O=C(C=Cc1ccccc1)c1ccc(O)cc1, [Pd]. Yields the product O=C(CCc1ccccc1)c1ccc(O)cc1. As a reaction SMILES: [CH2:19]1[O:20][CH2:21][CH2:22][CH2:23]1.[OH:1][c:2]1[cH:3][cH:4][c:5]([C:8]([CH:9]=[CH:10][c:11]2[cH:12][cH:13][cH:14][cH:15][cH:16]2)=[O:17])[cH:6][cH:7]1.[Pd:18]>>[OH:1][c:2]1[cH:3][cH:4][c:5]([C:8]([CH2:9][CH2:10][c:11]2[cH:12][cH:13][cH:14][cH:15][cH:16]2)=[O:17])[cH:6][cH:7]1. Starting materials: C1(=CC=C(C=C1)S(=O)(=O)O)C (p-toluenesulfonic acid), N[C@@H](CC1=CC=CC=C1)C(=O)NCC(=O)OCC1=CC=CC=C1 (Phe-Gly-OBzl), N(CC(=O)O)C(=O)OC(C)(C)C (Boc-Gly-OH), ON1C(CCC1=O)=O (N-hydroxysuccinimide), CN1CCOCC1 (N-methylmorpholine), C1(CCCCC1)N=C=NC1CCCCC1 (N,N′-dicyclohexylcarbodiimide). Run in CN(C=O)C (N,N-dimethylformamide). Reaction conditions: temperature 4 celsius. Product: N(CC(=O)N[C@@H](CC1=CC=CC=C1)C(=O)NCC(=O)OCC1=CC=CC=C1)C(=O)OC(C)(C)C (Boc-Gly-Phe-Gly-OBzl). Isolated yield 65.5%. As a reaction SMILES: C1(C)C=CC(S(O)(=O)=O)=CC=1.[NH2:12][C@H:13]([C:21]([NH:23][CH2:24][C:25]([O:27][CH2:28][C:29]1[CH:34]=[CH:33][CH:32]=[CH:31][CH:30]=1)=[O:26])=[O:22])[CH2:14][C:15]1[CH:20]=[CH:19][CH:18]=[CH:17][CH:16]=1.[NH:35]([C:40]([O:42][C:43]([CH3:46])([CH3:45])[CH3:44])=[O:41])[CH2:36][C:37](O)=[O:38].ON1C(=O)CCC1=O.CN1CCOCC1.C1(N=C=NC2CCCCC2)CCCCC1>CN(C)C=O>[NH:35]([C:40]([O:42][C:43]([CH3:46])([CH3:45])[CH3:44])=[O:41])[CH2:36][C:37]([NH:12][C@H:13]([C:21]([NH:23][CH2:24][C:25]([O:27][CH2:28][C:29]1[CH:30]=[CH:31][CH:32]=[CH:33][CH:34]=1)=[O:26])=[O:22])[CH2:14][C:15]1[CH:16]=[CH:17][CH:18]=[CH:19][CH:20]=1)=[O:38]. Reported procedure: A mixture of p-toluenesulfonic acid salt of Phe-Gly-OBzl (3.06 g), Boc-Gly-OH (1.10 g), N-hydroxysuccinimide (941 mg), N-methylmorpholine (0.725 ml), and N,N-dimethylformamide (40 ml) was cooled to 4° C., and added with N,N′-dicyclohexylcarbodiimide (1.56 g). The mixture was allowed to react overnight at room temperature with stirring, and then evaporated to dryness under reduced pressure. The residue was purified by silica gel column chromatography (eluent: dichloromethane:methanol=98:2 solutio...